This data is from the Open Reaction Database (ORD), a public repository of structured organic reaction records. The task is: describe an organic reaction: reactants, conditions, products, and yield Reactants: O (Water), crude mixture, CN1C=CC2=CC=CC=C12 (1-methylindole), C(C(=O)Cl)(=O)Cl (oxalyl chloride), C[O-].[Na+] (sodium methoxide). Procedure: To a 0° C. solution of 1-methylindole (7.58 g, 50 mmoles) in dry ether (75 mL) under argon was added oxalyl chloride (4.36 mL, 50 mmoles) slowly. The resulting suspension was stirred for 30 minutes. After cooling to −65° C, sodium methoxide (22.9 mL, 100 mmoles, 25% in MeOH) was added dropwise at a rate to maintain −60° C. After the addition was complete, the reaction was allowed to warm to room temperature and stir for 2 hours. Water was added (30 mL) and the crude mixture was stirred then filt... Product: CN1C=C(C2=CC=CC=C12)C(C(=O)OC)=O (methyl (1-methyl-1H-indol-3-yl)(oxo)acetate). As a reaction SMILES: [CH3:1][N:2]1[C:10]2[C:5](=[CH:6][CH:7]=[CH:8][CH:9]=2)[CH:4]=[CH:3]1.[C:11](Cl)(=[O:15])[C:12](Cl)=[O:13].[CH3:17][O-:18].[Na+].O>CCOCC>[CH3:1][N:2]1[C:10]2[C:5](=[CH:6][CH:7]=[CH:8][CH:9]=2)[C:4]([C:11](=[O:15])[C:12]([O:18][CH3:17])=[O:13])=[CH:3]1 |f:2.3|. Run in CCOCC (ether). The yield is 82.8%. Conditions: temperature -65 celsius, time 30 minute. Starting materials: C=CCN1CC(C)N(C(c2cccc(O)c2)c2cccc(C(=O)N3CCC(=O)CC3)c2)CC1C, C1CCOC1, CCOC(=O)CP(=O)(OCC)OCC, C[Si](C)(C)[N-][Si](C)(C)C, [Li+]. The product is C=CCN1CC(C)N(C(c2cccc(O)c2)c2cccc(C(=O)N3CCC(=CC(=O)OCC)CC3)c2)CC1C. As a reaction SMILES: [CH2:1]([CH:2]=[CH2:3])[N:4]1[CH2:5][CH:6]([CH3:34])[N:7]([CH:11]([c:12]2[cH:13][c:14]([C:15](=[O:16])[N:17]3[CH2:18][CH2:19][C:20](=[O:23])[CH2:21][CH2:22]3)[cH:24][cH:25][cH:26]2)[c:27]2[cH:28][c:29]([OH:33])[cH:30][cH:31][cH:32]2)[CH2:8][CH:9]1[CH3:10].[CH2:59]1[O:60][CH2:61][CH2:62][CH2:63]1.[CH3:35][CH2:36][O:37][C:38](=[O:39])[CH2:40][P:41]([O:42][CH2:43][CH3:44])([O:45][CH2:46][CH3:47])=[O:48].[CH3:49][Si:50]([N-:51][Si:52]([CH3:53])([CH3:54])[CH3:55])([CH3:56])[CH3:57].[Li+:58]>>[CH2:1]([CH:2]=[CH2:3])[N:4]1[CH2:5][CH:6]([CH3:34])[N:7]([CH:11]([c:12]2[cH:13][c:14]([C:15](=[O:16])[N:17]3[CH2:18][CH2:19][C:20](=[CH:40][C:38]([O:37][CH2:36][CH3:35])=[O:39])[CH2:21][CH2:22]3)[cH:24][cH:25][cH:26]2)[c:27]2[cH:28][c:29]([OH:33])[cH:30][cH:31][cH:32]2)[CH2:8][CH:9]1[CH3:10]. Starting materials: N(=C=O)C1=C(C=CC=C1)OC1=CC=CC=C1 (1-isocyanato-2-phenoxybenzene), N1=CC(=CC=C1)C1=NNC(C1)C1=C(C=CC=C1)O (2-(3-pyridin-3-yl-4,5-dihydro-1H-pyrazol-5-yl)phenol). The solvent is CN(C)C=O (DMF), CN(C)C=O (DMF), ClCCCl (DCE), C([O-])(O)=O.[Na+] (sodium bicarbonate). Run at time 20 hour. The product is OC1=C(C=CC=C1)C1CC(=NN1C(=O)NC1=C(C=CC=C1)OC1=CC=CC=C1)C=1C=NC=CC1 (5-(2-hydroxyphenyl)-N-(2-phenoxyphenyl)-3-pyridin-3-yl-4,5-dihydro-1H-pyrazole-1-carboxamide). The yield is 12.9%. RXN SMILES: [N:1]([C:4]1[CH:9]=[CH:8][CH:7]=[CH:6][C:5]=1[O:10][C:11]1[CH:16]=[CH:15][CH:14]=[CH:13][CH:12]=1)=[C:2]=[O:3].[N:17]1[CH:22]=[CH:21][CH:20]=[C:19]([C:23]2[CH2:27][CH:26]([C:28]3[CH:33]=[CH:32][CH:31]=[CH:30][C:29]=3[OH:34])[NH:25][N:24]=2)[CH:18]=1>CN(C=O)C.ClCCCl.C(=O)(O)[O-].[Na+]>[OH:34][C:29]1[CH:30]=[CH:31][CH:32]=[CH:33][C:28]=1[CH:26]1[N:25]([C:2]([NH:1][C:4]2[CH:9]=[CH:8][CH:7]=[CH:6][C:5]=2[O:10][C:11]2[CH:16]=[CH:15][CH:14]=[CH:13][CH:12]=2)=[O:3])[N:24]=[C:23]([C:19]2[CH:18]=[N:17][CH:22]=[CH:21][CH:20]=2)[CH2:27]1 |f:4.5|. Reported procedure: To a solution of 1-isocyanato-2-phenoxybenzene (29.14 mg, 0.138 mmol) in DMF (0.5 mL) was added a solution of 2-(3-pyridin-3-yl-4,5-dihydro-1H-pyrazol-5-yl)phenol (29.9 mg, 0.125 mmol) in DMF (0.5 mL) and DCE (0.5 mL) at rt. The reaction mixture was shaken at rt for 20 h. The reaction mixture was diluted with a saturated solution of sodium bicarbonate (2 mL) and extracted with DCM. The organic solutions were combined, dried over MgSO4, filtered, and concentrated. The residue was purified by RP-H...